Dataset: the Open Reaction Database (ORD), a public repository of structured organic reaction records. Task: describe an organic reaction: reactants, conditions, products, and yield The reactants are [BH3-]C#N, C=O, CC(=O)O, CO, [Na+], Nc1ncc(-c2cnn(C3CCNCC3)c2)cc1-c1nc2ccccc2o1. Product: CN1CCC(n2cc(-c3cnc(N)c(-c4nc5ccccc5o4)c3)cn2)CC1. RXN SMILES: [C:34]([BH3-:35])#[N:36].[CH2:32]=[O:33].[CH3:28][C:29](=[O:30])[OH:31].[CH3:38][OH:39].[Na+:37].[o:1]1[c:2](-[c:10]2[c:11]([NH2:27])[n:12][cH:13][c:14](-[c:16]3[cH:17][n:18][n:19]([CH:21]4[CH2:22][CH2:23][NH:24][CH2:25][CH2:26]4)[cH:20]3)[cH:15]2)[n:3][c:4]2[c:5]1[cH:6][cH:7][cH:8][cH:9]2>>[o:1]1[c:2](-[c:10]2[c:11]([NH2:27])[n:12][cH:13][c:14](-[c:16]3[cH:17][n:18][n:19]([CH:21]4[CH2:22][CH2:23][N:24]([CH3:28])[CH2:25][CH2:26]4)[cH:20]3)[cH:15]2)[n:3][c:4]2[c:5]1[cH:6][cH:7][cH:8][cH:9]2. Starting materials: CC=1C=C(C=NC1OCC[C@H]1[C@H](C1)C1CCNCC1)N1C(NCC1)=O (1-(5-methyl-6-{2-[(1S,2R)-2-piperidine-4-ylcyclopropyl]ethoxy}pyridine-3-yl)imidazolidin-2-one), C(=O)([O-])[O-].[K+].[K+] (K2CO3), N#CBr (cyanogen bromide). Solvent: C(Cl)Cl (DCM), C(Cl)Cl (DCM), C(Cl)Cl (DCM). Reaction conditions: time 30 minute. Yields the product CC=1C(=NC=C(C1)N1C(NCC1)=O)OCC[C@H]1[C@H](C1)C1CCN(CC1)C#N (4-[(1R,2S)-2-(2-{[3-methyl-5-(2-oxoimidazolidin-1-yl)pyridine-2-yl]oxy}ethyl)cyclopropyl]piperidine-1-carbonitrile). RXN SMILES: [CH3:1][C:2]1[CH:3]=[C:4]([N:20]2[CH2:24][CH2:23][NH:22][C:21]2=[O:25])[CH:5]=[N:6][C:7]=1[O:8][CH2:9][CH2:10][C@@H:11]1[CH2:13][C@@H:12]1[CH:14]1[CH2:19][CH2:18][NH:17][CH2:16][CH2:15]1.C([O-])([O-])=O.[K+].[K+].[N:32]#[C:33]Br>C(Cl)Cl>[CH3:1][C:2]1[C:7]([O:8][CH2:9][CH2:10][C@@H:11]2[CH2:13][C@@H:12]2[CH:14]2[CH2:19][CH2:18][N:17]([C:33]#[N:32])[CH2:16][CH2:15]2)=[N:6][CH:5]=[C:4]([N:20]2[CH2:24][CH2:23][NH:22][C:21]2=[O:25])[CH:3]=1 |f:1.2.3|. Procedure details: To a solution of 1-(5-methyl-6-{2-[(1S,2R)-2-piperidine-4-ylcyclopropyl]ethoxy}pyridine-3-yl)imidazolidin-2-one (12 mg, 0.035 mmol) in 1.5 mL of DCM was added K2CO3 (14.5 mg, 0.105 mmol, in 0.5 mL of water) at room temperature followed by addition of cyanogen bromide (0.014 mL of 3M soln in DCM, 0.042 mmol) via syringe at room temperature. The mixture was then stirred for 30 min at room temperature and then diluted with 2 mL DCM. The solution was washed with sat'd NaHCO3 aq. soln, separated, dri... Starting materials: N1N=CN=C1 (1,2,4-triazole), [H-].[Na+] (sodium hydride), [I-].[Na+] (sodium iodide), ClC1=C(CC(C2=CC=C(C=C2)OC)O[C@H]2CCC[C@@H](O2)COS(=O)(=O)C2=CC=C(C)C=C2)C=CC(=C1)Cl (trans-6-[α-(2,4-dichlorobenzyl)-4-methoxybenzyloxy]-2-tosyloxymethyltetrahydropyran). The solvent is CN(C=O)C (dimethylformamide). The product is ClC1=C(CC(C2=CC=C(C=C2)OC)O[C@H]2CCC[C@@H](O2)CN2N=CN=C2)C=CC(=C1)Cl (Trans-1-{6-[α-(2,4-dichlorobenzyl)-4-methoxybenzyloxy]tetrahydropyran-2-ylmethyl}-1H-1,2,4-triazole). The yield is 11.9%. RXN SMILES: [NH:1]1[CH:5]=[N:4][CH:3]=[N:2]1.[H-].[Na+].[I-].[Na+].[Cl:10][C:11]1[CH:45]=[C:44]([Cl:46])[CH:43]=[CH:42][C:12]=1[CH2:13][CH:14]([O:23][C@@H:24]1[O:29][C@@H:28]([CH2:30]OS(C2C=CC(C)=CC=2)(=O)=O)[CH2:27][CH2:26][CH2:25]1)[C:15]1[CH:20]=[CH:19][C:18]([O:21][CH3:22])=[CH:17][CH:16]=1>CN(C)C=O>[Cl:10][C:11]1[CH:45]=[C:44]([Cl:46])[CH:43]=[CH:42][C:12]=1[CH2:13][CH:14]([O:23][C@@H:24]1[O:29][C@@H:28]([CH2:30][N:1]2[CH:5]=[N:4][CH:3]=[N:2]2)[CH2:27][CH2:26][CH2:25]1)[C:15]1[CH:20]=[CH:19][C:18]([O:21][CH3:22])=[CH:17][CH:16]=1 |f:1.2,3.4|. Procedure details: 97.5 mg of 1,2,4-triazole and 62 mg of 55% sodium hydride, 142 mg of sodium iodide, 533 mg of trans-6-[α-(2,4-dichlorobenzyl)-4-methoxybenzyloxy]-2-tosyloxymethyltetrahydropyran and 6 ml of dimethylformamide were reacted and treated essentially as described in Example 3(b) and then the product was purified by column chromatography through silica gel eluted with a 1:2 by volume mixture of benzene and ethyl acetate, to give 244 mg of an isomer of lesser polarity, 109 mg of an isomer of greater pol...